describe an organic reaction: reactants, conditions, products, and yield From a dataset of the Open Reaction Database (ORD), a public repository of structured organic reaction records. Reactants: CCCCOC(=O)N1CCN(C(=O)C(N)COCC)CC1, ClCCCl, O=C(O)c1cc(OCC(=O)N2CCCC2C(=O)NC2CCC2)n(-c2ccccc2)n1, CCN(C(C)C)C(C)C, CN(C)C=O, On1nnc2cccnc21. Product: CCCCOC(=O)N1CCN(C(=O)C(COCC)NC(=O)c2cc(OCC(=O)N3CCCC3C(=O)NC3CCC3)n(-c3ccccc3)n2)CC1. RXN SMILES: [CH2:50]([CH2:51][CH2:52][CH3:53])[O:54][C:55](=[O:56])[N:57]1[CH2:58][CH2:59][N:60]([C:63]([CH:64]([CH2:65][O:66][CH2:67][CH3:68])[NH2:69])=[O:70])[CH2:61][CH2:62]1.[CH2:76]([Cl:77])[CH2:78][Cl:79].[CH:1]1([NH:5][C:6](=[O:7])[CH:8]2[N:9]([C:13]([CH2:14][O:15][c:16]3[cH:17][c:18]([C:27](=[O:28])[OH:29])[n:19][n:20]3-[c:21]3[cH:22][cH:23][cH:24][cH:25][cH:26]3)=[O:30])[CH2:10][CH2:11][CH2:12]2)[CH2:2][CH2:3][CH2:4]1.[CH:41]([N:42]([CH2:43][CH3:44])[CH:45]([CH3:46])[CH3:47])([CH3:48])[CH3:49].[O:71]=[CH:72][N:73]([CH3:74])[CH3:75].[OH:31][n:32]1[c:33]2[n:34][cH:35][cH:36][cH:37][c:38]2[n:39][n:40]1>>[CH:1]1([NH:5][C:6](=[O:7])[CH:8]2[N:9]([C:13]([CH2:14][O:15][c:16]3[cH:17][c:18]([C:27](=[O:29])[NH:69][CH:64]([C:63]([N:60]4[CH2:59][CH2:58][N:57]([C:55]([O:54][CH2:50][CH2:51][CH2:52][CH3:53])=[O:56])[CH2:62][CH2:61]4)=[O:70])[CH2:65][O:66][CH2:67][CH3:68])[n:19][n:20]3-[c:21]3[cH:22][cH:23][cH:24][cH:25][cH:26]3)=[O:30])[CH2:10][CH2:11][CH2:12]2)[CH2:2][CH2:3][CH2:4]1. Starting materials: C[Li] (methyllithium), C(C=C)C1=CC=CC1 (β-propenylcyclopentadiene). Run in CCOCC (ether), CCOCC (ether). Conditions: temperature 20 celsius, time 1 hour. Yields the product C(C=C)C1(C=CC=C1)[Li] (β-propenylcyclopentadienyllithium). RXN SMILES: C[Li:2].[CH2:3]([C:6]1[CH2:10][CH:9]=[CH:8][CH:7]=1)[CH:4]=[CH2:5]>CCOCC>[CH2:3]([C:6]1([Li:2])[CH:10]=[CH:9][CH:8]=[CH:7]1)[CH:4]=[CH2:5]. Procedure details: A solution of 0.105 mol of methyllithium in ether is added slowly to a solution, vigorously stirred at 0° C., of the β-propenylcyclopentadiene prepared in the preceding stage (a) in ether. The mixture is heated to ambient temperature (20° C.) and is kept stirred for 1 hours. A precipitate of β-propenylcyclopentadienyllithium is isolated by filtration, washed with ether 2′ 100 ml) and dried to give a white powder. 47.5 millimoles of zirconium tetrachloride dissolved in 100 ml of THF are added to ... Reactants: ClC1=CC=C(CN2C(=NC3=C2C=C(C(=C3)F)N3CCNCC3)COC3=CC=CC=C3)C=C1 (1-(4-chloro-benzyl)-5-fluoro-2-phenoxymethyl-6-piperazin-1-yl-1H-benzoimidazole), TEA, C(C1=CC=CC=C1)(=O)Cl (benzoylchloride). The solvent is ClCCl (dichloromethane), ClCCl (dichloromethane). Run at time 1.5 hour. The product is ClC1=CC=C(CN2C(=NC3=C2C=C(C(=C3)F)N3CCN(CC3)C(=O)C3=CC=CC=C3)COC3=CC=CC=C3)C=C1 ({4-[3-(4-Chloro-benzyl)-6-fluoro-2-phenoxymethyl-3H-benzoimidazol-5-yl]-piperazin-1-yl}-phenyl-methanone). Isolated yield 77.7%. RXN SMILES: [Cl:1][C:2]1[CH:32]=[CH:31][C:5]([CH2:6][N:7]2[C:11]3[CH:12]=[C:13]([N:17]4[CH2:22][CH2:21][NH:20][CH2:19][CH2:18]4)[C:14]([F:16])=[CH:15][C:10]=3[N:9]=[C:8]2[CH2:23][O:24][C:25]2[CH:30]=[CH:29][CH:28]=[CH:27][CH:26]=2)=[CH:4][CH:3]=1.[C:33](Cl)(=[O:40])[C:34]1[CH:39]=[CH:38][CH:37]=[CH:36][CH:35]=1>ClCCl>[Cl:1][C:2]1[CH:32]=[CH:31][C:5]([CH2:6][N:7]2[C:11]3[CH:12]=[C:13]([N:17]4[CH2:22][CH2:21][N:20]([C:33]([C:34]5[CH:39]=[CH:38][CH:37]=[CH:36][CH:35]=5)=[O:40])[CH2:19][CH2:18]4)[C:14]([F:16])=[CH:15][C:10]=3[N:9]=[C:8]2[CH2:23][O:24][C:25]2[CH:30]=[CH:29][CH:28]=[CH:27][CH:26]=2)=[CH:4][CH:3]=1. Reported procedure: 72 mg of 1-(4-chloro-benzyl)-5-fluoro-2-phenoxymethyl-6-piperazin-1-yl-1H-benzoimidazole (0.16 mmol) and 0.033 ml TEA (0.24 mmol) were dissolved in 1.5 ml dichloromethane and treated with 0.023 ml benzoylchloride (0.2 mmol). After 1.5 h of stirring at rt, the reaction mixture was diluted with dichloromethane, washed with water, saturated sodium bicarbonate and brine, dried with magnesium sulfate, filtered and concentrated in vacuo, leading to 84 mg residue which was purified by column chromatogr... Starting materials: COc1ccc(-c2cc(CCC=O)nn2C(C)(C)C)cc1, Cc1cccc(N2CCNCC2)c1C, CCN(C(C)C)C(C)C. The product is COc1ccc(-c2cc(CCCN3CCN(c4cccc(C)c4C)CC3)nn2C(C)(C)C)cc1. Reaction SMILES: [C:1]([CH3:2])([CH3:3])([CH3:4])[n:5]1[n:6][c:7]([CH2:18][CH2:19][CH:20]=[O:21])[cH:8][c:9]1-[c:10]1[cH:11][cH:12][c:13]([O:16][CH3:17])[cH:14][cH:15]1.[CH3:22][c:23]1[c:24]([N:30]2[CH2:31][CH2:32][NH:33][CH2:34][CH2:35]2)[cH:25][cH:26][cH:27][c:28]1[CH3:29].[CH:36]([N:37]([CH2:38][CH3:39])[CH:40]([CH3:41])[CH3:42])([CH3:43])[CH3:44]>>[C:1]([CH3:2])([CH3:3])([CH3:4])[n:5]1[n:6][c:7]([CH2:18][CH2:19][CH2:20][N:33]2[CH2:32][CH2:31][N:30]([c:24]3[c:23]([CH3:22])[c:28]([CH3:29])[cH:27][cH:26][cH:25]3)[CH2:35][CH2:34]2)[cH:8][c:9]1-[c:10]1[cH:11][cH:12][c:13]([O:16][CH3:17])[cH:14][cH:15]1. Starting materials: OCCNCc1ccccc1, Cc1nccn1-c1ccc(Nc2nc3c(c(OS(=O)(=O)C(F)(F)F)n2)CN(C(=O)OC(C)(C)C)CC3)cc1, CN(C)C=O. Yields the product Cc1nccn1-c1ccc(Nc2nc3c(c(N(CCO)Cc4ccccc4)n2)CN(C(=O)OC(C)(C)C)CC3)cc1. As a reaction SMILES: [CH2:39]([c:40]1[cH:41][cH:42][cH:43][cH:44][cH:45]1)[NH:46][CH2:47][CH2:48][OH:49].[CH3:1][c:2]1[n:3](-[c:7]2[cH:8][cH:9][c:10]([NH:13][c:14]3[n:15][c:16]([O:31][S:32]([C:33]([F:34])([F:35])[F:36])(=[O:37])=[O:38])[c:17]4[c:18]([n:19]3)[CH2:20][CH2:21][N:22]([C:24](=[O:25])[O:26][C:27]([CH3:28])([CH3:29])[CH3:30])[CH2:23]4)[cH:11][cH:12]2)[cH:4][cH:5][n:6]1.[O:50]=[CH:51][N:52]([CH3:53])[CH3:54]>>[CH3:1][c:2]1[n:3](-[c:7]2[cH:8][cH:9][c:10]([NH:13][c:14]3[n:15][c:16]([N:46]([CH2:39][c:40]4[cH:41][cH:42][cH:43][cH:44][cH:45]4)[CH2:47][CH2:48][OH:49])[c:17]4[c:18]([n:19]3)[CH2:20][CH2:21][N:22]([C:24](=[O:25])[O:26][C:27]([CH3:28])([CH3:29])[CH3:30])[CH2:23]4)[cH:11][cH:12]2)[cH:4][cH:5][n:6]1. Reactants: O=C([O-])[O-], CO, CCc1cc(-n2cc(C(O)C(CC)CC)c3cc(-c4c(C)cccc4C)ncc32)nc(Cl)n1, [Cs+], [Cs+]. Yields the product CCc1cc(-n2cc(C(O)C(CC)CC)c3cc(-c4c(C)cccc4C)ncc32)nc(OC)n1. As a reaction SMILES: [C:1]([O-:2])([O-:3])=[O:4].[CH3:40][OH:41].[Cl:7][c:8]1[n:9][c:10]([CH2:38][CH3:39])[cH:11][c:12](-[n:14]2[cH:15][c:16]([CH:31]([CH:32]([CH2:33][CH3:34])[CH2:35][CH3:36])[OH:37])[c:17]3[c:18]2[cH:19][n:20][c:21](-[c:23]2[c:24]([CH3:30])[cH:25][cH:26][cH:27][c:28]2[CH3:29])[cH:22]3)[n:13]1.[Cs+:5].[Cs+:6]>>[CH3:1][O:4][c:8]1[n:9][c:10]([CH2:38][CH3:39])[cH:11][c:12](-[n:14]2[cH:15][c:16]([CH:31]([CH:32]([CH2:33][CH3:34])[CH2:35][CH3:36])[OH:37])[c:17]3[c:18]2[cH:19][n:20][c:21](-[c:23]2[c:24]([CH3:30])[cH:25][cH:26][cH:27][c:28]2[CH3:29])[cH:22]3)[n:13]1. Reactants: [OH-].[Na+] (NaOH), [BH4-].[Li+] (Lithium borohydride), C(C)OC(=O)C1(CCC1)CC=1SC(=CC1)Cl (1-(5-Chloro-thiophen-2-ylmethyl)-cyclobutanecarboxylic acid ethyl ester), CO (MeOH). Solvent: CCOCC (ether). Conditions: temperature 23 celsius, time 5 minute. Yields the product ClC1=CC=C(S1)CC1(CCC1)CO ([1-(5-Chloro-thiophen-2-ylmethyl)-cyclobutyl]-methanol). RXN SMILES: [BH4-].[Li+].C([O:5][C:6]([C:8]1([CH2:12][C:13]2[S:14][C:15]([Cl:18])=[CH:16][CH:17]=2)[CH2:11][CH2:10][CH2:9]1)=O)C.CO.[OH-].[Na+]>CCOCC>[Cl:18][C:15]1[S:14][C:13]([CH2:12][C:8]2([CH2:6][OH:5])[CH2:11][CH2:10][CH2:9]2)=[CH:17][CH:16]=1 |f:0.1,4.5|. Procedure: Lithium borohydride (718 mg, 33 mmol) was added to a solution of ester 19 (2.9 g, 11.2 mmol) in ether (50 mL) at 0° C. After having stirred for 5 min, MeOH (1.05 g, 33 mmol) was added dropwise and stirring continued at 0° C. until effervescence ceased. The mixture was warmed to 23° C. and was allowed to stir an additional hour, at which time the mixture was poured into NaOH (3N) and stirred. The organic layer was seperated and washed with brine, dried (Na2SO4), filtered and concentrated in vacuo...